This data is from the Open Reaction Database (ORD), a public repository of structured organic reaction records. The task is: describe an organic reaction: reactants, conditions, products, and yield The reactants are [H-].[Na+] (sodium hydride), C(C#C)O (prop-2-ynol), ClCC(CC(=O)OCC)=O (ethyl 4-chloroacetoacetate). Run in O1CCCC1 (tetrahydrofuran), O1CCCC1 (tetrahydrofuran), O1CCCC1 (tetrahydrofuran). Product: C(C#C)OCC(CC(=O)OCC)=O (Ethyl 4-(prop-2-ynoxy)acetoacetate). The yield is 95.3%. RXN SMILES: Cl[CH2:2][C:3](=[O:10])[CH2:4][C:5]([O:7][CH2:8][CH3:9])=[O:6].[H-].[Na+].[CH2:13]([OH:16])[C:14]#[CH:15]>O1CCCC1>[CH2:13]([O:16][CH2:2][C:3](=[O:10])[CH2:4][C:5]([O:7][CH2:8][CH3:9])=[O:6])[C:14]#[CH:15] |f:1.2|. Procedure: A solution of ethyl 4-chloroacetoacetate (294 g) in tetrahydrofuran (200 ml) was added over 3hours to a stirred, ice-cooled suspension of sodium hydride (150 g of a 80% dispersion in mineral oil) in tetrahydrofuran (500 ml) at such a rate than the reaction temperature remained ≤20°. A solution of prop-2-ynol (100 g) in tetrahydrofuran (200 ml) was then added over 2 hours to the above mixture with stirring and ice-cooling at such a rate that the reaction temperature never exceeded +25°. The mixtu... Reactants: COC(C[C@H]1N=C(SC1)C=1C=C2C=C(NC2=C(C1)[N+](=O)[O-])C1=CC=CC=C1)=O (2-[(R)-2-(7-nitro-2-phenyl-1H-indol-5-yl)-4,5-dihydro-thiazol-4-yl]-acetic acid methyl ester), C1(CCCC1)=O (cyclopentanone). Product: C1(CCCC1)NC=1C=C(C=C2C=C(NC12)C1=CC=CC=C1)C=1SC[C@H](N1)CC(=O)O (2-[(R)-2-(7-cyclopentylamino-2-phenyl-1H-indol-5-yl)-4,5-dihydro-thiazol-4-yl]-acetic acid). Reaction SMILES: C[O:2][C:3](=[O:28])[CH2:4][C@@H:5]1[CH2:9][S:8][C:7]([C:10]2[CH:11]=[C:12]3[C:16](=[C:17]([N+:19]([O-])=O)[CH:18]=2)[NH:15][C:14]([C:22]2[CH:27]=[CH:26][CH:25]=[CH:24][CH:23]=2)=[CH:13]3)=[N:6]1.[C:29]1(=O)[CH2:33][CH2:32][CH2:31][CH2:30]1>>[CH:29]1([NH:19][C:17]2[CH:18]=[C:10]([C:7]3[S:8][CH2:9][C@@H:5]([CH2:4][C:3]([OH:2])=[O:28])[N:6]=3)[CH:11]=[C:12]3[C:16]=2[NH:15][C:14]([C:22]2[CH:23]=[CH:24][CH:25]=[CH:26][CH:27]=2)=[CH:13]3)[CH2:33][CH2:32][CH2:31][CH2:30]1. Procedure: 2-[(R)-2-(7-nitro-2-phenyl-1H-indol-5-yl)-4,5-dihydro-thiazol-4-yl]-acetic acid methyl ester prepared in Step B and cyclopentanone were reacted according to the same procedures as Examples 1 and 30 to give the title compound. The reactants are C(C)(C)(C)OC(NCC#CC=1C=C2C(=NC=NC2=CC1)NC1=CC(=C(C=C1)OC=1C=NC(=CC1)C)C)=O ((3-{4-[3-methyl-4-(6-methyl-pyridin-3-yloxy)-phenylamino]-quinazolin-6-yl}-prop-2-ynyl)-carbamic acid tert-butyl ester), C(=O)(C(F)(F)F)O (TFA). Solvent: C(Cl)Cl (CH2Cl2), C(Cl)Cl (CH2Cl2), C([O-])(O)=O.[Na+] (sodium bicarbonate). Reaction conditions: time 30 minute. Product: NCC#CC=1C=C2C(=NC=NC2=CC1)NC1=CC(=C(C=C1)OC=1C=NC(=CC1)C)C ([6-(3-Amino-prop-1-ynyl)-quinazolin-4-yl]-[3-methyl-4-(6-methyl-pyridin-3-yloxy)-phenyl]-amine). Isolated yield 87.4%. RXN SMILES: C(OC(=O)[NH:7][CH2:8][C:9]#[C:10][C:11]1[CH:12]=[C:13]2[C:18](=[CH:19][CH:20]=1)[N:17]=[CH:16][N:15]=[C:14]2[NH:21][C:22]1[CH:27]=[CH:26][C:25]([O:28][C:29]2[CH:30]=[N:31][C:32]([CH3:35])=[CH:33][CH:34]=2)=[C:24]([CH3:36])[CH:23]=1)(C)(C)C.C(O)(C(F)(F)F)=O>C(Cl)Cl.C(=O)(O)[O-].[Na+]>[NH2:7][CH2:8][C:9]#[C:10][C:11]1[CH:12]=[C:13]2[C:18](=[CH:19][CH:20]=1)[N:17]=[CH:16][N:15]=[C:14]2[NH:21][C:22]1[CH:27]=[CH:26][C:25]([O:28][C:29]2[CH:30]=[N:31][C:32]([CH3:35])=[CH:33][CH:34]=2)=[C:24]([CH3:36])[CH:23]=1 |f:3.4|. Procedure details: To a suspension of (3-{4-[3-methyl-4-(6-methyl-pyridin-3-yloxy)-phenylamino]-quinazolin-6-yl}-prop-2-ynyl)-carbamic acid tert-butyl ester (1.22 g, 2.46 mmol) in CH2Cl2 (3 mL) was added TFA (3 mL) dropwise. The reaction was stirred at room temperature for 30 minutes. The reaction mixture was then diluted with CH2Cl2 (30 mL) and aqueous saturated sodium bicarbonate. Phases were separated and the aqueous layer was extracted with CH2Cl2 (30 mL). Organic layers were combined, dried over sodium sulfat... Reactants: Cl.NC(C(=O)O)CC=1C(NC2=CC=C(C=C2C1)OC)=O (2-amino-3-(6-methoxy-2-quinolon-3-yl)propionic acid hydrochloride), Br (hydrobromic acid). Product: Br.NC(C(=O)O)CC=1C(NC2=CC=C(C=C2C1)O)=O (2-amino-3-(6-hydroxy-2-quinolon-3-yl)proprionic acid hydrobromide). RXN SMILES: Cl.[NH2:2][CH:3]([CH2:7][C:8]1[C:9](=[O:20])[NH:10][C:11]2[C:16]([CH:17]=1)=[CH:15][C:14]([O:18]C)=[CH:13][CH:12]=2)[C:4]([OH:6])=[O:5].[BrH:21]>>[BrH:21].[NH2:2][CH:3]([CH2:7][C:8]1[C:9](=[O:20])[NH:10][C:11]2[C:16]([CH:17]=1)=[CH:15][C:14]([OH:18])=[CH:13][CH:12]=2)[C:4]([OH:6])=[O:5] |f:0.1,3.4|. Procedure details: To 6 g of 2-amino-3-(6-methoxy-2-quinolon-3-yl)propionic acid hydrochloride was added 60 ml of 47%-hydrobromic acid, and the mixture was refluxed for 7 hours. After the reaction mixture was cooled, the crystals precipitated were collected by filtration, then recrystallized from water to obtain 1.8 g of 2-amino-3-(6-hydroxy-2-quinolon-3-yl)proprionic acid hydrobromide in the form of yellowish powdery product. Reactants: S(O)(O)(=O)=O (sulfuric acid), solution, N[C@H](C(C)(C)S)C(=O)O (D-Penicillamine), O.O.O.O.O.O.O.O.[OH-].[Ba+2].[OH-] (barium hydroxide octahydrate), S(=O)(=O)(OC)OC (Dimethyl sulfate). Run in solution. Run at time 18 hour. Yields the product CSC([C@@H](N)C(=O)O)(C)C (S-methyl-D-penicillamine). The yield is 99.6%. RXN SMILES: [NH2:1][C@@H:2]([C:7]([OH:9])=[O:8])[C:3]([SH:6])([CH3:5])[CH3:4].O.O.O.O.O.O.O.O.[OH-].[Ba+2].[OH-].S(OC)(O[CH3:25])(=O)=O.S(=O)(=O)(O)O>>[CH3:25][S:6][C:3]([CH3:5])([CH3:4])[C@H:2]([C:7]([OH:9])=[O:8])[NH2:1] |f:1.2.3.4.5.6.7.8.9.10.11|. Procedure details: A suspension of D-Penicillamine (10.0 g, 67.01 mmol) in 0.4N solution of barium hydroxide octahydrate (330 mL, 67.01 mmol) is chilled on an ice water bath. Dimethyl sulfate (6.6 mL, 70.36 mmol, 1.05 equiv) is added dropwise over a period of 30 minutes. The suspension stirred for 18 hours at room temperature. A solution of 1 N sulfuric acid is added to the solution (pH˜2) to precipitate out the barium sulfate. The supernatent is decanted and the precipitate is washed several times with water. The... Reactants: N[C@H]1C(N(C2=C(C(=N1)C1=CC=CC=C1)C=CC=C2)C)=O (3(R)-amino-1,3-dihydro-1-methyl-5-phenyl-2H-1,4-benzodiazepin-2-one), ClC=1C=C(C=CC1)N=C=O (3-chlorophenylisocyanate). Solvent: O1CCCC1 (tetrahydrofuran). Reaction conditions: time 8 hour. The product is CN1C([C@@H](N=C(C2=C1C=CC=C2)C2=CC=CC=C2)NC(=O)NC2=CC(=CC=C2)Cl)=O ((R)-N-(2,3-Dihydro-1-methyl-2-oxo-5-phenyl-1H-1,4-benzodiazepin-3-yl)-N'-(3-chlorophenyl)-urea). As a reaction SMILES: [NH2:1][C@@H:2]1[N:8]=[C:7]([C:9]2[CH:14]=[CH:13][CH:12]=[CH:11][CH:10]=2)[C:6]2[CH:15]=[CH:16][CH:17]=[CH:18][C:5]=2[N:4]([CH3:19])[C:3]1=[O:20].[Cl:21][C:22]1[CH:23]=[C:24]([N:28]=[C:29]=[O:30])[CH:25]=[CH:26][CH:27]=1>O1CCCC1>[CH3:19][N:4]1[C:5]2[CH:18]=[CH:17][CH:16]=[CH:15][C:6]=2[C:7]([C:9]2[CH:14]=[CH:13][CH:12]=[CH:11][CH:10]=2)=[N:8][C@@H:2]([NH:1][C:29]([NH:28][C:24]2[CH:25]=[CH:26][CH:27]=[C:22]([Cl:21])[CH:23]=2)=[O:30])[C:3]1=[O:20]. Procedure: Equimolar amounts of 3(R)-amino-1,3-dihydro-1-methyl-5-phenyl-2H-1,4-benzodiazepin-2-one and 3-chlorophenylisocyanate were mixed in 8 ml of dry tetrahydrofuran at room temperature. The reaction mixture was allowed to stand for 8 hours and was then filtered. The collected solids were washed with tetrahydrofuran and dried in vacuo over P2O5 to give the analytical product: m.p. 178°-180° C.